Dataset: the Open Reaction Database (ORD), a public repository of structured organic reaction records. Task: describe an organic reaction: reactants, conditions, products, and yield Starting materials: FC(C=1C=CC2=C(C(=NCC=3N2C(=NN3)C)C3=C(C=CC=C3)Cl)C1)(F)F (8-trifluoromethyl-6-(o-chlorophenyl)-1-methyl-4H-s-triazolo[4,3-a][1,4]-benzodiazepine), C=O (paraformaldehyde). The solvent is C=1(C(=CC=CC1)C)C (xylene). Yields the product FC(C=1C=CC2=C(C(=NCC=3N2C(=NN3)CCO)C3=C(C=CC=C3)Cl)C1)(F)F (8-trifluoromethyl-1-(2-hydroxyethyl)-6-(o-chlorophenyl)-4H-s-triazolo[4,3-a][1,4]benzodiazepine). Reaction SMILES: [F:1][C:2]([F:26])([F:25])[C:3]1[CH:4]=[CH:5][C:6]2[N:12]3[C:13]([CH3:16])=[N:14][N:15]=[C:11]3[CH2:10][N:9]=[C:8]([C:17]3[CH:22]=[CH:21][CH:20]=[CH:19][C:18]=3[Cl:23])[C:7]=2[CH:24]=1.[CH2:27]=[O:28]>C1(C)C(C)=CC=CC=1>[F:26][C:2]([F:1])([F:25])[C:3]1[CH:4]=[CH:5][C:6]2[N:12]3[C:13]([CH2:16][CH2:27][OH:28])=[N:14][N:15]=[C:11]3[CH2:10][N:9]=[C:8]([C:17]3[CH:22]=[CH:21][CH:20]=[CH:19][C:18]=3[Cl:23])[C:7]=2[CH:24]=1. Procedure: In the manner given in Example 1, 8-trifluoromethyl-6-(o-chlorophenyl)-1-methyl-4H-s-triazolo[4,3-a][1,4]-benzodiazepine in xylene is heated with excess paraformaldehyde in a sealed, glass-lined vessel at 155°-160° C. to give 8-trifluoromethyl-1-(2-hydroxyethyl)-6-(o-chlorophenyl)-4H-s-triazolo[4,3-a][1,4]benzodiazepine. Reactants: ClC1=CC(=C(C=C1)NC(CC(=O)OCC)=O)F (ethyl 3-[(4-chloro-2-fluorophenyl)amino]-3-oxopropanoate), C([O-])([O-])=O.[K+].[K+] (potassium carbonate), BrCCBr (1,2-dibromoethane). The solvent is CN(C=O)C (dimethylformamide). Product: ClC1=CC(=C(C=C1)NC(=O)C1(CC1)C(=O)OCC)F (ethyl 1-(4-chloro-2-fluorophenylaminocarbonyl)cyclopropanecarboxylate). Isolated yield 60.5%. Reaction SMILES: [Cl:1][C:2]1[CH:7]=[CH:6][C:5]([NH:8][C:9](=[O:16])[CH2:10][C:11]([O:13][CH2:14][CH3:15])=[O:12])=[C:4]([F:17])[CH:3]=1.C(=O)([O-])[O-].[K+].[K+].Br[CH2:25][CH2:26]Br>CN(C)C=O>[Cl:1][C:2]1[CH:7]=[CH:6][C:5]([NH:8][C:9]([C:10]2([C:11]([O:13][CH2:14][CH3:15])=[O:12])[CH2:26][CH2:25]2)=[O:16])=[C:4]([F:17])[CH:3]=1 |f:1.2.3|. Procedure details: In a manner similar to the procedure described in Example B, 31.0 grams (119.0 mmol) of ethyl 3-[(4-chloro-2-fluorophenyl)amino]-3-oxopropanoate, 41.4 grams (300.0 mmol) of anhydrous potassium carbonate, 100 milliliters anhydrous dimethylformamide and 10.4 milliliters (120.0 mmol) of 1,2-dibromoethane were reacted for a period of 3 days to give 20.6 grams (72.0 mmol) of ethyl 1-(4-chloro-2-fluorophenylaminocarbonyl)cyclopropanecarboxylate as a colorless solid having a melting point of 94.0° C.-9... Reactants: COC(=O)CCCCN(Cc1ccccc1)CC(O)C(O)C(O)C(O)CO, CCO, [K+], [OH-], O. Product: O=C(O)CCCCN(Cc1ccccc1)CC(O)C(O)C(O)C(O)CO. As a reaction SMILES: [CH2:1]([c:2]1[cH:3][cH:4][cH:5][cH:6][cH:7]1)[N:8]([CH2:9][CH2:10][CH2:11][CH2:12][C:13](=[O:14])[O:15][CH3:16])[CH2:17][CH:18]([CH:19]([CH:20]([CH:21]([CH2:22][OH:23])[OH:24])[OH:25])[OH:26])[OH:27].[CH3:30][CH2:31][OH:32].[K+:29].[OH-:28].[OH2:33]>>[CH2:1]([c:2]1[cH:3][cH:4][cH:5][cH:6][cH:7]1)[N:8]([CH2:9][CH2:10][CH2:11][CH2:12][C:13](=[O:14])[OH:15])[CH2:17][CH:18]([CH:19]([CH:20]([CH:21]([CH2:22][OH:23])[OH:24])[OH:25])[OH:26])[OH:27]. Starting materials: COC1=CC=C(C=C1)CC(=O)OC (methyl 4-methoxyphenylacetate), C1CC(=O)N(C1=O)Br (NBS). The reagents and catalysts are Br (HBr). The solvent is C(Cl)(Cl)(Cl)Cl (CCl4). The product is BrC(C(=O)OC)C1=CC=C(C=C1)OC (Methyl bromo(4-methoxyphenyl)acetate). Yield: 101.8%. As a reaction SMILES: [CH3:1][O:2][C:3]1[CH:8]=[CH:7][C:6]([CH2:9][C:10]([O:12][CH3:13])=[O:11])=[CH:5][CH:4]=1.C1C(=O)N([Br:21])C(=O)C1>C(Cl)(Cl)(Cl)Cl.Br>[Br:21][CH:9]([C:6]1[CH:5]=[CH:4][C:3]([O:2][CH3:1])=[CH:8][CH:7]=1)[C:10]([O:12][CH3:13])=[O:11]. Procedure: To a mixture of methyl 4-methoxyphenylacetate (20 g, 0.11 mol) and NBS (0.11 mol) in CCl4 (0.2 l) were added 3 drops of 48% HBr and this mixture was heated to reflux for 8 h. The cooled solution was filtered through a pad of silica gel and the filtrate was evaporated in vacuo to give 29 g of the title compound as pale yellow oil, which was used in the subsequent step without further purification. Reactants: C1(=CC=CC=C1)C=1NC(SC1)=O (4-phenylthiazol-2(3H)-one), P(=O)(Br)(Br)Br (POBr3). Run in ice water. Run at temperature 100 celsius. Product: BrC=1SC=C(N1)C1=CC=CC=C1 (2-bromo-4-phenylthiazole). Isolated yield 73.5%. As a reaction SMILES: [C:1]1([C:7]2[NH:8][C:9](=O)[S:10][CH:11]=2)[CH:6]=[CH:5][CH:4]=[CH:3][CH:2]=1.P(Br)(Br)([Br:15])=O>>[Br:15][C:9]1[S:10][CH:11]=[C:7]([C:1]2[CH:6]=[CH:5][CH:4]=[CH:3][CH:2]=2)[N:8]=1. Procedure details: A mixture of 4-phenylthiazol-2(3H)-one (300 mg, 1.7 mmol) and POBr3 (4.85 g, 17.0 mmol) was heated to 100° C. in a sealed tube for 10 h. The reaction mixture was poured in ice water and the organic product was extracted with EtOAc. The combined extracts were washed with brine, dried over anhydrous sodium sulfate, and concentrated under reduced pressure. The crude product was purified by column chromatography (silica 60-120 mesh, eluant 1% EtOAc in petroleum ether) to get 2-bromo-4-phenylthiazole... The product is CC(C)(C)OC(=O)C1N(S(=O)(=O)c2ccc(OCC#CCO)cc2)CCSC1(C)C. Reaction SMILES: [C:1]([CH3:2])([CH3:3])([CH3:4])[O:5][C:6](=[O:7])[CH:8]1[C:9]([CH3:24])([CH3:25])[S:10][CH2:11][CH2:12][N:13]1[S:14](=[O:15])(=[O:16])[c:17]1[cH:18][cH:19][c:20]([OH:23])[cH:21][cH:22]1.[CH2:26]([C:27]#[C:28][CH2:29][OH:30])[OH:31]>>[C:1]([CH3:2])([CH3:3])([CH3:4])[O:5][C:6](=[O:7])[CH:8]1[C:9]([CH3:24])([CH3:25])[S:10][CH2:11][CH2:12][N:13]1[S:14](=[O:15])(=[O:16])[c:17]1[cH:18][cH:19][c:20]([O:23][CH2:26][C:27]#[C:28][CH2:29][OH:30])[cH:21][cH:22]1. Reactants: CC(C)(C)OC(=O)C1N(S(=O)(=O)c2ccc(O)cc2)CCSC1(C)C, OCC#CCO.